Dataset: the Open Reaction Database (ORD), a public repository of structured organic reaction records. Task: describe an organic reaction: reactants, conditions, products, and yield The reactants are C1CC(=O)N(C1=O)OC(=O)CCN2C(=O)C=CC2=O (3-Maleimidopropionic acid N-hydroxysuccinimide ester), NCCC[Si](OCC)(OCC)OCC (3-aminopropyltriethoxysilane). Run in CN(C=O)C (N,N-dimethylformamide), C(Cl)Cl (CH2Cl2). Reaction conditions: time 22 hour. The product is C1(C=CC(N1CCC(=O)NCCC[Si](OCC)(OCC)OCC)=O)=O (3-maleimido-N-(3-triethoxysilanylpropyl)-propionamide). The yield is 118.8%. RXN SMILES: C1C(=O)N(O[C:9]([CH2:11][CH2:12][N:13]2[C:18](=[O:19])[CH:17]=[CH:16][C:14]2=[O:15])=[O:10])C(=O)C1.[NH2:20][CH2:21][CH2:22][CH2:23][Si:24]([O:31][CH2:32][CH3:33])([O:28][CH2:29][CH3:30])[O:25][CH2:26][CH3:27]>CN(C)C=O.C(Cl)Cl>[C:14]1(=[O:15])[N:13]([CH2:12][CH2:11][C:9]([NH:20][CH2:21][CH2:22][CH2:23][Si:24]([O:31][CH2:32][CH3:33])([O:25][CH2:26][CH3:27])[O:28][CH2:29][CH3:30])=[O:10])[C:18](=[O:19])[CH:17]=[CH:16]1. Procedure: 3-Maleimidopropionic acid N-hydroxysuccinimide ester (18) (4.0 g, 15.03 mmol, 1.0 equiv.) was dissolved in N,N-dimethylformamide (75 mL) and 3-aminopropyltriethoxysilane (17) (5.06 mL, 15.03 mmol, 1 equiv.) was added and the reaction mixture was allowed to stir for 22 hours. An aliquot (0.15 mL) was removed by syringe, concentrated in vacuo, and the resulting oil was analyzed by 1H NMR spectroscopy. The oil was consistent with desired product. The reaction mixture was then concentrated in vacuo ... RXN SMILES: [CH2:28]1[O:29][CH2:30][CH2:31][CH2:32]1.[CH2:8]([Li:9])[CH2:10][CH2:11][CH3:12].[CH:1]([NH:2][CH:3]([CH3:4])[CH3:5])([CH3:6])[CH3:7].[Cl-:26].[Cl:13][c:14]1[cH:15][n:16][cH:17][cH:18][c:19]1[Cl:20].[NH4+:27].[O:21]=[CH:22][N:23]([CH3:24])[CH3:25]>>[Cl:13][c:14]1[cH:15][n:16][cH:17][c:18]([CH:22]=[O:21])[c:19]1[Cl:20]. Yields the product O=Cc1cncc(Cl)c1Cl. Reactants: C1CCOC1, [Li]CCCC, CC(C)NC(C)C, [Cl-], Clc1ccncc1Cl, [NH4+], CN(C)C=O. The reactants are C(C)(=O)N1C(CC(C2=C(C(CCC1)=O)C=CC(=C2)Cl)C2=CC=CC=C2)=O (4-acetyl-11-chloro-1-phenyl-1,2,4,5,6,7-hexahydro-4-benzazecine-3,8-dione), O1CCCC1 (tetrahydrofuran). Solvent: Cl (hydrochloric acid). Product: C(C)(=O)NCCCC(=O)C1=C(C(CC(=O)O)C2=CC=CC=C2)C=C(C=C1)Cl (2-(4-acetamidobutyryl)-5-chloro-β-phenylhydrocinnamic acid). Reaction SMILES: [C:1]([N:4]1[CH2:13][CH2:12][CH2:11][C:10](=[O:14])[C:9]2[CH:15]=[CH:16][C:17]([Cl:19])=[CH:18][C:8]=2[CH:7]([C:20]2[CH:25]=[CH:24][CH:23]=[CH:22][CH:21]=2)[CH2:6][C:5]1=[O:26])(=[O:3])[CH3:2].[O:27]1CCCC1>Cl>[C:1]([NH:4][CH2:13][CH2:12][CH2:11][C:10]([C:9]1[CH:15]=[CH:16][C:17]([Cl:19])=[CH:18][C:8]=1[CH:7]([C:20]1[CH:21]=[CH:22][CH:23]=[CH:24][CH:25]=1)[CH2:6][C:5]([OH:27])=[O:26])=[O:14])(=[O:3])[CH3:2]. Procedure details: A solution of 3.30 g (0.009 mol) of 4-acetyl-11-chloro-1-phenyl-1,2,4,5,6,7-hexahydro-4-benzazecine-3,8-dione in 40 ml of tetrahydrofuran and 20 ml of 2N hydrochloric acid is stirred at room temperature for two days. Then, the solution is concentrated, extracted with methylene chloride/water, dried with magnesium sulfate and the solvent is distilled in a vacuum. Chromatography on silica gel with hexane-ethyl acetate (1:1) and crystallization from ethyl acetate/hexane gives 2-(4-acetamidobutyryl)...